Dataset: the Open Reaction Database (ORD), a public repository of structured organic reaction records. Task: describe an organic reaction: reactants, conditions, products, and yield Reactants: CO, CCOC(=O)C(C)(C)Cc1ccccc1, [K+], [OH-], O. Yields the product CC(C)(Cc1ccccc1)C(=O)O. As a reaction SMILES: [CH3:19][OH:20].[CH3:1][C:2]([C:3](=[O:4])[O:5][CH2:6][CH3:7])([CH2:8][c:9]1[cH:10][cH:11][cH:12][cH:13][cH:14]1)[CH3:15].[K+:17].[OH-:16].[OH2:18]>>[CH3:1][C:2]([C:3](=[O:4])[OH:5])([CH2:8][c:9]1[cH:10][cH:11][cH:12][cH:13][cH:14]1)[CH3:15]. Starting materials: CC(=O)O[BH-](OC(C)=O)OC(C)=O, CN1CCNCC1, [Na+], CC(CC=O)C1CC=C2C3=C(CCC21C)C1(C)CCC(O)C(C)(C)C1CC3. Yields the product CC(CCN1CCN(C)CC1)C1CC=C2C3=C(CCC21C)C1(C)CCC(O)C(C)(C)C1CC3. RXN SMILES: [C:35]([O:36][BH-:37]([O:38][C:39](=[O:40])[CH3:41])[O:42][C:43](=[O:44])[CH3:45])(=[O:46])[CH3:47].[CH3:28][N:29]1[CH2:30][CH2:31][NH:32][CH2:33][CH2:34]1.[Na+:48].[OH:1][CH:2]1[C:3]([CH3:26])([CH3:27])[CH:4]2[CH2:5][CH2:6][C:7]3=[C:20]([CH2:19][CH2:18][C:17]4([CH3:25])[C:8]3=[CH:9][CH2:10][CH:11]4[CH:12]([CH2:13][CH:14]=[O:15])[CH3:16])[C:21]2([CH3:24])[CH2:22][CH2:23]1>>[OH:1][CH:2]1[C:3]([CH3:26])([CH3:27])[CH:4]2[CH2:5][CH2:6][C:7]3=[C:20]([CH2:19][CH2:18][C:17]4([CH3:25])[C:8]3=[CH:9][CH2:10][CH:11]4[CH:12]([CH2:13][CH2:14][N:32]3[CH2:31][CH2:30][N:29]([CH3:28])[CH2:34][CH2:33]3)[CH3:16])[C:21]2([CH3:24])[CH2:22][CH2:23]1.